This data is from the Open Reaction Database (ORD), a public repository of structured organic reaction records. The task is: describe an organic reaction: reactants, conditions, products, and yield The reactants are O=C(O)c1cn(C2CC2)c2cc(F)c(F)cc2c1=O, NC1CCCCC1N, c1ccncc1. Yields the product NC1CCCCC1Nc1cc2c(cc1F)c(=O)c(C(=O)O)cn2C1CC1. RXN SMILES: [CH:1]1([n:4]2[cH:5][c:6]([C:17](=[O:18])[OH:19])[c:7](=[O:16])[c:8]3[cH:9][c:10]([F:15])[c:11]([F:14])[cH:12][c:13]23)[CH2:2][CH2:3]1.[NH2:20][CH:21]1[CH:22]([NH2:27])[CH2:23][CH2:24][CH2:25][CH2:26]1.[cH:28]1[cH:29][cH:30][n:31][cH:32][cH:33]1>>[CH:1]1([n:4]2[cH:5][c:6]([C:17](=[O:18])[OH:19])[c:7](=[O:16])[c:8]3[cH:9][c:10]([F:15])[c:11]([NH:27][CH:22]4[CH:21]([NH2:20])[CH2:26][CH2:25][CH2:24][CH2:23]4)[cH:12][c:13]23)[CH2:2][CH2:3]1. The reactants are C[Si](C)(C)[N-][Si](C)(C)C, Cc1ccccc1, Fc1ncccc1Cl, CC(C)(C)OC(=O)C1CC(F)(F)C1, [Na+]. The product is CC(C)(C)OC(=O)C1(c2ncccc2Cl)CC(F)(F)C1. Reaction SMILES: [CH3:22][Si:23]([CH3:24])([CH3:25])[N-:26][Si:27]([CH3:28])([CH3:29])[CH3:30].[CH3:32][c:33]1[cH:34][cH:35][cH:36][cH:37][cH:38]1.[Cl:1][c:2]1[c:3]([F:8])[n:4][cH:5][cH:6][cH:7]1.[F:9][C:10]1([F:21])[CH2:11][CH:12]([C:14](=[O:15])[O:16][C:17]([CH3:18])([CH3:19])[CH3:20])[CH2:13]1.[Na+:31]>>[Cl:1][c:2]1[c:3]([C:12]2([C:14](=[O:15])[O:16][C:17]([CH3:18])([CH3:19])[CH3:20])[CH2:11][C:10]([F:9])([F:21])[CH2:13]2)[n:4][cH:5][cH:6][cH:7]1. Reactants: CCOC(C)=O, Cl, CC(C)(C)OC(=O)N1CCC(c2nc(-c3ccccc3F)cs2)CC1. Reaction SMILES: [CH3:27][CH2:28][O:29][C:30](=[O:31])[CH3:32].[ClH:26].[F:1][c:2]1[c:3](-[c:8]2[n:9][c:10]([CH:13]3[CH2:14][CH2:15][N:16]([C:19]([O:20][C:21]([CH3:22])([CH3:23])[CH3:24])=[O:25])[CH2:17][CH2:18]3)[s:11][cH:12]2)[cH:4][cH:5][cH:6][cH:7]1>>[F:1][c:2]1[c:3](-[c:8]2[n:9][c:10]([CH:13]3[CH2:14][CH2:15][NH:16][CH2:17][CH2:18]3)[s:11][cH:12]2)[cH:4][cH:5][cH:6][cH:7]1. Product: Fc1ccccc1-c1csc(C2CCNCC2)n1. Reactants: CC(CN1N=NC2=C1C=CC(=C2)O)(C)C (1-(2,2-dimethylpropyl)-1H-1,2,3-benzotriazol-5-ol), [Br-].[Br-].[Br-].[NH+]1=CC=CC=C1.[NH+]1=CC=CC=C1.[NH+]1=CC=CC=C1 (pyridinium tribromide). Run in C(Cl)(Cl)Cl (chloroform). Product: BrC1=C(C=CC=2N(N=NC21)CC(C)(C)C)O (4-bromo-1-(2,2-dimethylpropyl)-1H-1,2,3-benzotriazol-5-ol). As a reaction SMILES: [CH3:1][C:2]([CH3:15])([CH3:14])[CH2:3][N:4]1[C:8]2[CH:9]=[CH:10][C:11]([OH:13])=[CH:12][C:7]=2[N:6]=[N:5]1.[Br-:16].[Br-].[Br-].[NH+]1C=CC=CC=1.[NH+]1C=CC=CC=1.[NH+]1C=CC=CC=1>C(Cl)(Cl)Cl>[Br:16][C:12]1[C:7]2[N:6]=[N:5][N:4]([CH2:3][C:2]([CH3:15])([CH3:14])[CH3:1])[C:8]=2[CH:9]=[CH:10][C:11]=1[OH:13] |f:1.2.3.4.5.6|. Reported procedure: To a solution of 1-(2,2-dimethylpropyl)-1H-1,2,3-benzotriazol-5-ol (2-5) (3 mg, 0.015 mmol, 1.0 equiv.) in chloroform (500 μL), was added slowly pyridinium tribromide (4.67 mg, 0.015 mmol, 1.0 equiv.). The reaction mixture was stirred at room temperature. LCMS showed mostly the desired product. The reaction mixture was quenched with water, neutralized to pH=7, then extracted with EtOAc. The organic layer was dried over Na2SO4, filtered and concentrated to give the crude 4-bromo-1-(2,2-dimethylpr... RXN SMILES: [CH2:21]1[O:22][CH2:23][CH2:24][CH2:25]1.[CH3:12][Si:13]([CH2:14][CH2:15][O:16][CH2:17][Cl:18])([CH3:19])[CH3:20].[ClH:3].[H-:1].[Na+:2].[nH:4]1[n:5][cH:6][cH:7][c:8]1[C:9]([CH3:10])=[O:11]>>[n:4]1([CH2:17][O:16][CH2:15][CH2:14][Si:13]([CH3:12])([CH3:19])[CH3:20])[n:5][cH:6][cH:7][c:8]1[C:9]([CH3:10])=[O:11]. Product: CC(=O)c1ccnn1COCC[Si](C)(C)C. Starting materials: C1CCOC1, C[Si](C)(C)CCOCCl, Cl, [H-], [Na+], CC(=O)c1ccn[nH]1. Reactants: NC=1NC2=C(N1)C=CC=C2 (2-Aminobenzimidazole), C(C(C)C)C(=O)C (methyl isobutyl ketone), C(C)N=C=O (ethyl isocyanate), ketone. The solvent is C1CCOC1 (THF). Product: 10-N-methylcarbamoyl, CC1(NC2=NC3=C(N2C(N1C)=O)C=CC=C3)CC(C)C (1,2-Dihydro-2,3-dimethyl-2-(2-methylpropyl)-1,3,5-triazino[1,2-a]benzimidazol-4(3H)-one). Reaction SMILES: [NH2:1][C:2]1[NH:3][C:4]2[CH:10]=[CH:9][CH:8]=[CH:7][C:5]=2[N:6]=1.[CH2:11]([C:15]([CH3:17])=O)[CH:12]([CH3:14])[CH3:13].[CH2:18]([N:20]=[C:21]=[O:22])C>C1COCC1>[CH3:17][C:15]1([CH2:11][CH:12]([CH3:14])[CH3:13])[N:20]([CH3:18])[C:21](=[O:22])[N:6]2[C:2](=[N:3][C:4]3[CH:10]=[CH:9][CH:8]=[CH:7][C:5]=32)[NH:1]1. Procedure details: 2-Aminobenzimidazole, methyl isobutyl ketone and ethyl isocyanate were reacted as in Example 26 using an equal volume of THF as cosolvent with the excess ketone. Working up the reaction mixture gave a crude fraction of the 10-N-methylcarbamoyl derivative of the title compound which was not purified but hydrolyzed by the 10% NaOH-THF procedure of Example 1, paragraph 2. The title compound was obtained as a solid, mp 150°-157° C. The confirmatory elemental analysis is shown in Table III.